Dataset: the Open Reaction Database (ORD), a public repository of structured organic reaction records. Task: describe an organic reaction: reactants, conditions, products, and yield Starting materials: C(C)(C)N (Isopropylamine), ClC1=C(C(=CC(=C1)OC=1C=CC2=C(N(N=N2)C(C(=O)O)C)C1)F)C(F)(F)F (6-[(2-chloro-α,α,α,6-tetrafluoro-p-tolyl) oxy]-α-methyl-1H-benzotriazole-1-acetic acid). Run in C(Cl)Cl (methylene chloride), C1(=CC=CC=C1)C (toluene). The product is C(C)(C)N.ClC1=C(C(=CC(=C1)OC=1C=CC2=C(N(N=N2)C(C(=O)O)C)C1)F)C(F)(F)F (6-[(2-chloro-α,α,α,6-tetrafluoro-p-tolyl)oxy]-α-methyl-1H-benzotriazole-1-acetic acid compound with isopropylamine). As a reaction SMILES: [CH:1]([NH2:4])([CH3:3])[CH3:2].[Cl:5][C:6]1[CH:11]=[C:10]([O:12][C:13]2[CH:14]=[CH:15][C:16]3[N:20]=[N:19][N:18]([CH:21]([CH3:25])[C:22]([OH:24])=[O:23])[C:17]=3[CH:26]=2)[CH:9]=[C:8]([F:27])[C:7]=1[C:28]([F:31])([F:30])[F:29]>C(Cl)Cl.C1(C)C=CC=CC=1>[CH:1]([NH2:4])([CH3:3])[CH3:2].[Cl:5][C:6]1[CH:11]=[C:10]([O:12][C:13]2[CH:14]=[CH:15][C:16]3[N:20]=[N:19][N:18]([CH:21]([CH3:25])[C:22]([OH:24])=[O:23])[C:17]=3[CH:26]=2)[CH:9]=[C:8]([F:27])[C:7]=1[C:28]([F:31])([F:30])[F:29] |f:4.5|. Reported procedure: Isopropylamine (0.5 g, 0.0085 mole) is added to a solution of 6-[(2-chloro-α,α,α,6-tetrafluoro-p-tolyl) oxy]-α-methyl-1H-benzotriazole-1-acetic acid (2.0 g, 0.005 mole) in methylene chloride and the resultant solution is concentrated in vacuo to afford a gum which is dissolved in toluene. The toluene solution is concentrated to afford the title compound as a white solid, mp 103.5°-105.5°, identified by elemental and NMR analyses.